Task: describe an organic reaction: reactants, conditions, products, and yield. Dataset: the Open Reaction Database (ORD), a public repository of structured organic reaction records As a reaction SMILES: [C:1]([C:4]1[CH:13]=[CH:12][C:7]2[NH:8][C:9](=O)[NH:10][C:6]=2[CH:5]=1)(=[O:3])[CH3:2].[CH3:14]I.[C:16](=[O:19])([O-])[O-].[Cs+].[Cs+]>CN(C=O)C>[C:1]([C:4]1[CH:13]=[CH:12][C:7]2[N:8]([CH3:14])[C:16](=[O:19])[N:10]([CH3:9])[C:6]=2[CH:5]=1)(=[O:3])[CH3:2] |f:2.3.4|. Isolated yield 82.0%. Reactants: C(C)(=O)C1=CC2=C(NC(N2)=O)C=C1 (5-Acetyl-1H-benzo[d]imidazol-2(3H)-one), CI (methyl iodide), C([O-])([O-])=O.[Cs+].[Cs+] (cesium carbonate). The solvent is CN(C)C=O (DMF). Reported procedure: 5-Acetyl-1H-benzo[d]imidazol-2(3H)-one (1 g, 5.67 mmol), methyl iodide (3.22 g, 22.71 mmol), and cesium carbonate (4.62 g, 14.19 mmol) were dissolved in DMF (2 mL). The reaction mixture was irradiated by microwave for 30 minutes at 100° C. The solvent was removed and extracted with dichloromethane. Purification by silica chromatography (ISCO) produced 5-acetyl-1,3-dimethyl-1H-benzo[d]imidazol-2(3H)-one (0.95 g, 82%). 1H NMR (400 MHz, CDCl3): δ 7.79 (d, 1H), 7.61 (s, 1H), 7.00 (d, 1H), 3.50 (s, 6... The product is C(C)(=O)C1=CC2=C(N(C(N2C)=O)C)C=C1 (5-acetyl-1,3-dimethyl-1H-benzo[d]imidazol-2(3H)-one). Starting materials: C1CCOC1, O=C(O)Cc1c[nH]c2ccc(F)cc12. The product is OCCc1c[nH]c2ccc(F)cc12. Reaction SMILES: [CH2:15]1[O:16][CH2:17][CH2:18][CH2:19]1.[F:1][c:2]1[cH:3][c:4]2[c:5]([CH2:11][C:12](=[O:13])[OH:14])[cH:6][nH:7][c:8]2[cH:9][cH:10]1>>[F:1][c:2]1[cH:3][c:4]2[c:5]([CH2:11][CH2:12][OH:13])[cH:6][nH:7][c:8]2[cH:9][cH:10]1. Starting materials: CN(C)C=O, CCOC(C)=O, O=Cc1ccc(F)cc1Cl, [H-], [Na+], CN(CCO)c1ccccn1. Product: CN(CCOc1ccc(C=O)c(Cl)c1)c1ccccn1. Reaction SMILES: [CH3:24][N:25]([CH3:26])[CH:27]=[O:28].[CH3:29][CH2:30][O:31][C:32](=[O:33])[CH3:34].[Cl:14][c:15]1[c:16]([CH:17]=[O:18])[cH:19][cH:20][c:21]([F:23])[cH:22]1.[H-:12].[Na+:13].[OH:1][CH2:2][CH2:3][N:4]([CH3:5])[c:6]1[n:7][cH:8][cH:9][cH:10][cH:11]1>>[O:1]([CH2:2][CH2:3][N:4]([CH3:5])[c:6]1[n:7][cH:8][cH:9][cH:10][cH:11]1)[c:21]1[cH:20][cH:19][c:16]([CH:17]=[O:18])[c:15]([Cl:14])[cH:22]1. Reactants: N#Cc1cc(Cl)cc(Oc2c(Cl)ccc3c2nnn3CC(=O)O)c1, O=C(Cl)C(=O)Cl, Nc1ccccc1Cl, ClCCl, CN(C)C=O. The product is N#Cc1cc(Cl)cc(Oc2c(Cl)ccc3c2nnn3CC(=O)Nc2ccccc2Cl)c1. As a reaction SMILES: [Cl:1][c:2]1[c:3]([O:15][c:16]2[cH:17][c:18]([Cl:24])[cH:19][c:20]([C:22]#[N:23])[cH:21]2)[c:4]2[c:5]([n:6]([CH2:9][C:10](=[O:11])[OH:12])[n:7][n:8]2)[cH:13][cH:14]1.[Cl:25][C:26]([C:27]([Cl:28])=[O:29])=[O:30].[Cl:36][c:37]1[c:38]([NH2:39])[cH:40][cH:41][cH:42][cH:43]1.[Cl:44][CH2:45][Cl:46].[O:31]=[CH:32][N:33]([CH3:34])[CH3:35]>>[Cl:1][c:2]1[c:3]([O:15][c:16]2[cH:17][c:18]([Cl:24])[cH:19][c:20]([C:22]#[N:23])[cH:21]2)[c:4]2[c:5]([n:6]([CH2:9][C:10](=[O:12])[NH:39][c:38]3[c:37]([Cl:36])[cH:43][cH:42][cH:41][cH:40]3)[n:7][n:8]2)[cH:13][cH:14]1.